The task is: describe an organic reaction: reactants, conditions, products, and yield. This data is from the Open Reaction Database (ORD), a public repository of structured organic reaction records. Reactants: COC(=O)CC(=O)CC(=O)OC (dimethyl 1,3-acetonedicarboxylate), C(CC=O)C=O (succindialdehyde), ( 3 ), amine, ( 4 ), CN (methylamine), ( 5 ), C(CC=O)C=O (succindialdehyde), acetonedicarboxylic acid ester. Run in CO (methanol). Reaction conditions: time 8 hour. Yields the product CN1C2C(C(C(C1CC2)C(=O)OC)=O)C(=O)OC (dimethyl 8-methyl-3-oxo-8-azabicyclo[3.2.1]octane-2,4-dicarboxylate), 1a. Reaction SMILES: [CH2:1]([CH:5]=O)[CH2:2][CH:3]=O.[CH3:7][O:8][C:9]([CH2:11][C:12]([CH2:14][C:15]([O:17][CH3:18])=[O:16])=[O:13])=[O:10].[CH3:19][NH2:20]>CO>[CH3:19][N:20]1[CH:3]2[CH2:2][CH2:1][CH:5]1[CH:11]([C:9]([O:8][CH3:7])=[O:10])[C:12](=[O:13])[CH:14]2[C:15]([O:17][CH3:18])=[O:16]. Reported procedure: The reaction of succindialdehyde of the formula (3) with the organic amine of the formula (4) and the acetonedicarboxylic acid ester of the formula (5) is per se well known. For example, when each of the substitu-ents R and R″ is a methyl group (Me), a methanolic solution containing dimethyl 1,3-acetonedicarboxylate is added to a methanol solution of succindialdehyde in an ice bath under a nitrogen atmosphere, a methanolic solution containing methylamine is added dropwise thereto in an ice bath ... Starting materials: [Cl-].[Al+3].[Cl-].[Cl-] (aluminum chloride), C(C)(=O)Cl (acetyl chloride), C(CCCCCCC)C1CC2=CC=CC=C2C1 (2-octylindan), ice water, S(O)(O)(=O)=O (sulfuric acid). Solvent: ClCCl (dichloromethane). Run at time 2 hour. The product is C(CCCCCCC)C1CC2=CC=C(C=C2C1)C(C)=O (2-octyl-5-acetylindan). RXN SMILES: [Cl-].[Al+3].[Cl-].[Cl-].[C:5](Cl)(=[O:7])[CH3:6].[CH2:9]([CH:17]1[CH2:25][C:24]2[C:19](=[CH:20][CH:21]=[CH:22][CH:23]=2)[CH2:18]1)[CH2:10][CH2:11][CH2:12][CH2:13][CH2:14][CH2:15][CH3:16].S(=O)(=O)(O)O>ClCCl>[CH2:9]([CH:17]1[CH2:25][C:24]2[C:19](=[CH:20][CH:21]=[C:22]([C:5](=[O:7])[CH3:6])[CH:23]=2)[CH2:18]1)[CH2:10][CH2:11][CH2:12][CH2:13][CH2:14][CH2:15][CH3:16] |f:0.1.2.3|. Procedure: Subsequently, 450 ml of dry dichloromethane and 68.7 g (5.15×10-1M) of anhydrous aluminum chloride were placed in a 1 liter-reaction vessel and cooled below 0° C. To the mixture, 37.2 g (4.74×10-1M) of acetyl chloride was added dropwise in 10 minutes below 0° C. and then 90 g (3.91×10-1M) of the above prepared 2-octylindan was added dropwise below 0° C., followed by stirring for 2 hours below 0° C. and further stirring for 2 hours at room temperature. After the reaction, the reaction mixture was... The reactants are NCCCCN1CCC(CC1)C=1C=C(C=CC1)NC(C(C)C)=O (N-{3-[1-(4-aminobutyl)-4-piperidinyl]phenyl}-2-methylpropanamide), ClC=1C=C(C(=O)Cl)C=C(C1)Cl (3,5-dichlorobenzoyl chloride). Yields the product ClC=1C=C(C(=O)NCCCCN2CCC(CC2)C2=CC(=CC=C2)NC(C(C)C)=O)C=C(C1)Cl (3,5-DICHLORO-N-(4-{4-[3-(ISOBUTYRYLAMINO)PHENYL]-1-PIPERIDINYL}BUTYL)BENZAMIDE). The solvent is C1CCOC1.C(Cl)Cl (THF DCM). Reported procedure: Prepared by Procedure Q2 (THF/DCM, 1:3) and Scheme AT using N-{3-[1-(4-aminobutyl)-4-piperidinyl]phenyl}-2-methylpropanamide and 3,5-dichlorobenzoyl chloride: ESMS m/e: 490.0 (M+H)+. RXN SMILES: [NH2:1][CH2:2][CH2:3][CH2:4][CH2:5][N:6]1[CH2:11][CH2:10][CH:9]([C:12]2[CH:13]=[C:14]([NH:18][C:19](=[O:23])[CH:20]([CH3:22])[CH3:21])[CH:15]=[CH:16][CH:17]=2)[CH2:8][CH2:7]1.[Cl:24][C:25]1[CH:26]=[C:27]([CH:31]=[C:32]([Cl:34])[CH:33]=1)[C:28](Cl)=[O:29]>C1COCC1.C(Cl)Cl>[Cl:24][C:25]1[CH:26]=[C:27]([CH:31]=[C:32]([Cl:34])[CH:33]=1)[C:28]([NH:1][CH2:2][CH2:3][CH2:4][CH2:5][N:6]1[CH2:7][CH2:8][CH:9]([C:12]2[CH:17]=[CH:16][CH:15]=[C:14]([NH:18][C:19](=[O:23])[CH:20]([CH3:21])[CH3:22])[CH:13]=2)[CH2:10][CH2:11]1)=[O:29] |f:2.3|.